From a dataset of the Open Reaction Database (ORD), a public repository of structured organic reaction records. describe an organic reaction: reactants, conditions, products, and yield Starting materials: CCO, Cl, N#CCN1CCC(c2nc(COCC(F)(F)F)c(-c3ccc(F)cc3)o2)CC1, NN, O. Yields the product Cl, Fc1ccc(-c2oc(C3CCNCC3)nc2COCC(F)(F)F)cc1. Reaction SMILES: [CH3:33][CH2:34][OH:35].[ClH:31].[F:1][c:2]1[cH:3][cH:4][c:5](-[c:8]2[c:9]([CH2:22][O:23][CH2:24][C:25]([F:26])([F:27])[F:28])[n:10][c:11]([CH:13]3[CH2:14][CH2:15][N:16]([CH2:19][C:20]#[N:21])[CH2:17][CH2:18]3)[o:12]2)[cH:6][cH:7]1.[NH2:29][NH2:30].[OH2:32]>>[ClH:31].[F:1][c:2]1[cH:3][cH:4][c:5](-[c:8]2[c:9]([CH2:22][O:23][CH2:24][C:25]([F:26])([F:27])[F:28])[n:10][c:11]([CH:13]3[CH2:14][CH2:15][NH:16][CH2:17][CH2:18]3)[o:12]2)[cH:6][cH:7]1.